This data is from the Open Reaction Database (ORD), a public repository of structured organic reaction records. The task is: describe an organic reaction: reactants, conditions, products, and yield The reactants are CCOC(=O)CC(=O)OCC, C1CCOC1, C=CCOC(=O)c1cccc(OC(=O)C=Cc2ccc3c(c2)C(C)(C)CCC3(C)C)c1, [H-], [Na+], O. RXN SMILES: [C:8]([O:9][CH2:10][CH3:11])(=[O:12])[CH2:13][C:14]([O:15][CH2:16][CH3:17])=[O:18].[CH2:3]1[O:4][CH2:5][CH2:6][CH2:7]1.[CH3:19][C:20]1([CH3:49])[c:21]2[cH:22][cH:23][c:24]([CH:32]=[CH:33][C:34](=[O:35])[O:36][c:37]3[cH:38][c:39]([C:40](=[O:41])[O:42][CH2:43][CH:44]=[CH2:45])[cH:46][cH:47][cH:48]3)[cH:25][c:26]2[C:27]([CH3:30])([CH3:31])[CH2:28][CH2:29]1.[H-:1].[Na+:2].[OH2:50]>>[CH3:19][C:20]1([CH3:49])[c:21]2[cH:22][cH:23][c:24]([CH:32]=[CH:33][C:34](=[O:35])[O:36][c:37]3[cH:38][c:39]([C:40](=[O:41])[OH:42])[cH:46][cH:47][cH:48]3)[cH:25][c:26]2[C:27]([CH3:30])([CH3:31])[CH2:28][CH2:29]1. The product is CC1(C)CCC(C)(C)c2cc(C=CC(=O)Oc3cccc(C(=O)O)c3)ccc21. Starting materials: C(C1=CC=CC=C1)NC1CCC(CC1)C(F)(F)F (benzyl(4-trifluoromethylcyclohexyl)amine), Cl (HCl). The reagents and catalysts are [Pd] (Pd/C). Solvent: O1CCOCC1 (dioxane), CO (MeOH). Product: Cl.FC(C1CCC(CC1)N)(F)F (4-Trifluoromethylcyclohexylamine hydrochloride). RXN SMILES: C([NH:8][CH:9]1[CH2:14][CH2:13][CH:12]([C:15]([F:18])([F:17])[F:16])[CH2:11][CH2:10]1)C1C=CC=CC=1.[ClH:19]>CO.O1CCOCC1.[Pd]>[ClH:19].[F:16][C:15]([F:17])([F:18])[CH:12]1[CH2:11][CH2:10][CH:9]([NH2:8])[CH2:14][CH2:13]1 |f:5.6|. Reported procedure: A solution of benzyl(4-trifluoromethylcyclohexyl)amine (Preparation 4) (1.48 g, 5.73 mmol) in MeOH (150 mL) was passed through an H-Cube at 100° C. fitted with a 10% Pd/C CatCart and on full H2 mode. The volume was reduced to 50 mL and 4M HCl in dioxane (1.43 mL) was added. The precipitate was filtered, the filtrate collected and the solvent removed in vacuo. The resulting residue was triturated with acetone to give the title compound: δH (CD3OD) 1.41-1.53 (4H, m), 2.03-2.25 (5H, m), 3.07-3.15 (... The reactants are CN(C(OC(C)(C)C)=O)CCCN1C2=C(SCC1)C=C(C=C2)[N+](=O)[O-] (tert-butyl methyl(3-(7-nitro-2H-benzo[b][1,4]thiazin-4(3H)-yl)propyl)carbamate), O.NN (hydrazine hydrate). Reagents/catalysts: [Ni] (Raney-Nickel). The solvent is CO (methanol). Yields the product NC=1C=CC2=C(SCCN2CCCN(C(OC(C)(C)C)=O)C)C1 (tert-Butyl 3-(7-amino-2H-benzo[b][1,4]thiazin-4(3H)-yl)propyl(methyl)carbamate). The yield is 99.8%. As a reaction SMILES: [CH3:1][N:2]([CH2:10][CH2:11][CH2:12][N:13]1[CH2:18][CH2:17][S:16][C:15]2[CH:19]=[C:20]([N+:23]([O-])=O)[CH:21]=[CH:22][C:14]1=2)[C:3](=[O:9])[O:4][C:5]([CH3:8])([CH3:7])[CH3:6].O.NN>CO.[Ni]>[NH2:23][C:20]1[CH:21]=[CH:22][C:14]2[N:13]([CH2:12][CH2:11][CH2:10][N:2]([CH3:1])[C:3](=[O:9])[O:4][C:5]([CH3:6])([CH3:7])[CH3:8])[CH2:18][CH2:17][S:16][C:15]=2[CH:19]=1 |f:1.2|. Procedure details: A suspension of tert-butyl methyl(3-(7-nitro-2H-benzo[b][1,4]thiazin-4(3H)-yl)propyl)carbamate (0.6 g, 1.633 mmol) in dry methanol (10 mL) was treated with Raney-Nickel (0.1 g, 1.633 mmol) followed by hydrazine hydrate (0.595 mL, 16.33 mmol) at room temperature. The resulting mixture was refluxed for 10 minutes in a pre-heated oil bath. The reaction was then brought to room temperature, filtered through a pad of Celite, and washed with methanol (3×10 mL). The combined methanol layers were evapor...